This data is from the Open Reaction Database (ORD), a public repository of structured organic reaction records. The task is: describe an organic reaction: reactants, conditions, products, and yield The reactants are nitro, FC1=C(OC2=C3C(=NC=C2)C=C(S3)C=3N=CN(C3)CCN3CCCC3)C=CC(=C1)[N+](=O)[O-] (7-(2-Fluoro-4-nitrophenoxy)-2-(1-(2-(pyrrolidin-1-yl)ethyl)-1H-imidazol-4-yl)thieno[3,2-b]pyridine), [NH4+].[Cl-] (NH4Cl). The reagents and catalysts are [Fe] (iron). Run in CCO.O (EtOH H2O). The product is FC=1C=C(N)C=CC1OC1=C2C(=NC=C1)C=C(S2)C=2N=CN(C2)CCN2CCCC2 (3-Fluoro-4-(2-(1-(2-(pyrrolidin-1-yl)ethyl)-1H-imidazol-4-yl)thieno[3,2-b]pyridin-7-yloxy)aniline). Yield: 1.1%. RXN SMILES: [F:1][C:2]1[CH:29]=[C:28]([N+:30]([O-])=O)[CH:27]=[CH:26][C:3]=1[O:4][C:5]1[CH:10]=[CH:9][N:8]=[C:7]2[CH:11]=[C:12]([C:14]3[N:15]=[CH:16][N:17]([CH2:19][CH2:20][N:21]4[CH2:25][CH2:24][CH2:23][CH2:22]4)[CH:18]=3)[S:13][C:6]=12.[NH4+].[Cl-]>CCO.O.[Fe]>[F:1][C:2]1[CH:29]=[C:28]([CH:27]=[CH:26][C:3]=1[O:4][C:5]1[CH:10]=[CH:9][N:8]=[C:7]2[CH:11]=[C:12]([C:14]3[N:15]=[CH:16][N:17]([CH2:19][CH2:20][N:21]4[CH2:22][CH2:23][CH2:24][CH2:25]4)[CH:18]=3)[S:13][C:6]=12)[NH2:30] |f:1.2,3.4|. Procedure: To a solution of nitro compound 169 (400 mg, 0.88 mmol) in EtOH/H2O (8 mL/4 mL) at 100° C. (bath) was added iron powder (420 mg, 7.48 mmol) and NH4Cl (41 mg, 0.76 mmol) and the reaction mixture was stirred vigorously at reflux temperature for an hour. The mixture was cooled to room temperature and filtered through a Celite pad. The filtrate was collected and concentrated to give the title compound 170 (4.20 mg, 88% purity) as a yellow solid. MS (m/z): 424.0 (M+H). The reactants are C(=O)OCC1=CS[C@H]2N(C1C(=O)OC(C)(C)C)C([C@H]2NC(CC=2SC=CC2)=O)=O (t-Butyl (6R,7R)-3-formyloxymethyl-7-(2-thienylacetamido)ceph-2-em-4-carboxylate), Cl (hydrochloric acid), lactone, C1C(C)O1 (Propylene oxide). The solvent is CO (methanol). Conditions: temperature 25 celsius, time 20 minute. Yields the product OCC1=CS[C@H]2N(C1C(=O)OC(C)(C)C)C([C@H]2NC(CC=2SC=CC2)=O)=O (t-Butyl (6R,7R)-3-Hydroxymethyl-7-(2-thienylacetamido)-ceph-2-em-4-carboxylate). Reaction SMILES: C([O:3][CH2:4][C:5]1[CH:10]([C:11]([O:13][C:14]([CH3:17])([CH3:16])[CH3:15])=[O:12])[N:9]2[C:18](=[O:29])[C@@H:19]([NH:20][C:21](=[O:28])[CH2:22][C:23]3[S:24][CH:25]=[CH:26][CH:27]=3)[C@H:8]2[S:7][CH:6]=1)=O.Cl.C1OC1C>CO>[OH:3][CH2:4][C:5]1[CH:10]([C:11]([O:13][C:14]([CH3:16])([CH3:15])[CH3:17])=[O:12])[N:9]2[C:18](=[O:29])[C@@H:19]([NH:20][C:21](=[O:28])[CH2:22][C:23]3[S:24][CH:25]=[CH:26][CH:27]=3)[C@H:8]2[S:7][CH:6]=1. Procedure: t-Butyl (6R,7R)-3-formyloxymethyl-7-(2-thienylacetamido)ceph-2-em-4-carboxylate (50 mg.; 0.115 mmole), warm methanol (2 ml) and 2N hydrochloric acid (0.025 ml) were stirred together at 25° C. at an apparent pH of 2. T.l.c. after 2 hours 20 minutes showed a virtually complete reaction. Propylene oxide (0.1 ml) was added and the mixture was stirred at 25° C. for 5 minutes. The mixture was partitioned between ethyl acetate (40 ml) and water (40 ml). The aqueous layer was extracted with ethyl acetat... The reactants are CC(C)(C)O, O=Cc1ccc(N(Cc2ccccc2)Cc2ccccc2)c2cc(OCc3ccccc3)ccc12, CC=C(C)C, [O-][Cl+][O-], [Na+], [Na+], [Na+], [Na+], O=P([O-])(O)O, O=S([O-])[O-]. Product: O=C(O)c1ccc(N(Cc2ccccc2)Cc2ccccc2)c2cc(OCc3ccccc3)ccc12. Reaction SMILES: [C:51]([OH:52])([CH3:53])([CH3:54])[CH3:55].[CH2:11]([c:12]1[cH:13][cH:14][cH:15][cH:16][cH:17]1)[O:18][c:19]1[cH:20][c:21]2[c:22]([N:31]([CH2:32][c:33]3[cH:34][cH:35][cH:36][cH:37][cH:38]3)[CH2:39][c:40]3[cH:41][cH:42][cH:43][cH:44][cH:45]3)[cH:23][cH:24][c:25]([CH:29]=[O:30])[c:26]2[cH:27][cH:28]1.[CH3:46][C:47](=[CH:48][CH3:49])[CH3:50].[Cl+:1]([O-:2])[O-:3].[Na+:10].[Na+:4].[Na+:60].[Na+:61].[P:5](=[O:6])([O-:7])([OH:8])[OH:9].[S:56]([O-:57])([O-:58])=[O:59]>>[OH:6][C:29]([c:25]1[cH:24][cH:23][c:22]([N:31]([CH2:32][c:33]2[cH:34][cH:35][cH:36][cH:37][cH:38]2)[CH2:39][c:40]2[cH:41][cH:42][cH:43][cH:44][cH:45]2)[c:21]2[cH:20][c:19]([O:18][CH2:11][c:12]3[cH:13][cH:14][cH:15][cH:16][cH:17]3)[cH:28][cH:27][c:26]21)=[O:30]. The reactants are C(C)OP(=O)(OCC)CC(CCCCC(=O)OC)=O (methyl 7-(diethoxyphosphoryl)-6-oxo-heptanoate), [H-].[Na+] (sodium hydride), C1(CCCCC1)C1=CC=C(COC2=C(C=O)C=CC=C2)C=C1 (2-[(4-cyclohexylbenzyl)oxy]benzaldehyde), C(C=1C(O)=CC=CC1)=O (salicylaldehyde), C1(CCCCC1)C1=CC=C(CCl)C=C1 (4-cyclohexylbenzyl chloride). The solvent is C1CCOC1 (THF), C1CCOC1 (THF), O (Water), C1CCOC1 (THF). Run at time 30 minute. Product: C1(CCCCC1)C1=CC=C(COC2=C(C=CC=C2)/C=C/C(CCCCC(=O)OC)=O)C=C1 (Methyl (7E)-8-{2-[(4-cyclohexylbenzyl)oxy]phenyl}-6-oxo-7-octenoate). Reaction SMILES: C(OP([CH2:9][C:10](=[O:19])[CH2:11][CH2:12][CH2:13][CH2:14][C:15]([O:17][CH3:18])=[O:16])(OCC)=O)C.[H-].[Na+].[CH:22]1([C:28]2[CH:43]=[CH:42][C:31]([CH2:32][O:33][C:34]3[CH:41]=[CH:40][CH:39]=[CH:38][C:35]=3[CH:36]=O)=[CH:30][CH:29]=2)[CH2:27][CH2:26][CH2:25][CH2:24][CH2:23]1.C(=O)C1C(=CC=CC=1)O.C1(C2C=CC(CCl)=CC=2)CCCCC1>C1COCC1.O>[CH:22]1([C:28]2[CH:43]=[CH:42][C:31]([CH2:32][O:33][C:34]3[CH:41]=[CH:40][CH:39]=[CH:38][C:35]=3/[CH:36]=[CH:9]/[C:10](=[O:19])[CH2:11][CH2:12][CH2:13][CH2:14][C:15]([O:17][CH3:18])=[O:16])=[CH:30][CH:29]=2)[CH2:23][CH2:24][CH2:25][CH2:26][CH2:27]1 |f:1.2|. Procedure: Under argon, a solution of 3.00 g (10.19 mmol) of methyl 7-(diethoxyphosphoryl)-6-oxo-heptanoate XIIb in 10 ml of THF was added dropwise to a suspension of 0.25 g (10.19 mmol) of sodium hydride in 20 ml of THF. After 30 min, a solution of 2.50 g (8.49 mmol) of 2-[(4-cyclohexylbenzyl)oxy]benzaldehyde (obtainable from salicylaldehyde and 4-cyclohexylbenzyl chloride in 10 ml of THF was added dropwise. The mixture was stirred at room temperature for 2 days. Water was added, the mixture was extracted... Starting materials: ClC=1C=C(N)C=C(C1)Cl (3,5-dichloroaniline), C(C)C(C(=O)[O-])=O (ethylglyoxalate), C1=CCCC1 (cyclopentene), FC(C(=O)O)(F)F (trifluoroacetic acid). Solvent: C(C)#N (acetonitrile). The product is C(C)OC(=O)C1NC=2C=C(C=C(C2C2C1CCC2)Cl)Cl (7,9-dichloro-2,3,3a,4,5,9b-hexahydro-1H-cyclopenta[c]quinoline-4-carboxylic Acid Ethyl Ester). Isolated yield 89.0%. Reaction SMILES: [Cl:1][C:2]1[CH:3]=[C:4]([CH:6]=[C:7]([Cl:9])[CH:8]=1)[NH2:5].[CH2:10]([C:12](=O)[C:13]([O-:15])=[O:14])[CH3:11].[CH:17]1[CH2:21]CC[CH:18]=1.F[C:23](F)(F)[C:24](O)=O>C(#N)C>[CH2:23]([O:15][C:13]([CH:12]1[CH:10]2[CH2:18][CH2:17][CH2:21][CH:11]2[C:3]2[C:2]([Cl:1])=[CH:8][C:7]([Cl:9])=[CH:6][C:4]=2[NH:5]1)=[O:14])[CH3:24]. Reported procedure: Compound 59 was prepared in a yield of 89% by the basic process from 5.0 mmol 3,5-dichloroaniline, 5.5 mmol ethylglyoxalate solution (50% toluene), 15.0 mmol cyclopentene and 5.0 mmol trifluoroacetic acid in 30.0 ml acetonitrile. Yield: 24.9%. Starting materials: C(C)(C)C=1C(NC(NC1C(C=1CC(CC(C1)=C)=C)=O)=O)=O (5-Isopropyl-6-(3,5-dimethlylbenzoyl)-2,4-pyrimidinedione), C=1(C(=CC=CC1)S(=O)(=O)OCCC1CCCC1)C ((2-cyclopentyl)ethyl toluenesulfonate). Procedure details: 5-Isopropyl-6-(3,5-dimethlylbenzoyl)-2,4-pyrimidinedione and (2-cyclopentyl)ethyl toluenesulfonate were reacted by the same method with example 44 to obtain the titled compound (95 mg). Reaction SMILES: [CH:1]([C:4]1[C:5](=[O:21])[NH:6][C:7](=[O:20])[NH:8][C:9]=1[C:10](=[O:19])[C:11]1[CH2:12][C:13](=[CH2:18])[CH2:14][C:15](=[CH2:17])[CH:16]=1)([CH3:3])[CH3:2].C1(C)C(S(O[CH2:32][CH2:33][CH:34]2[CH2:38][CH2:37][CH2:36][CH2:35]2)(=O)=O)=CC=CC=1>>[CH2:35]1[CH2:36][CH2:37][CH2:38][CH:34]1[CH:33]([N:8]1[C:9]([C:10](=[O:19])[C:11]2[CH:12]=[C:13]([CH3:18])[CH:14]=[C:15]([CH3:17])[CH:16]=2)=[C:4]([CH:1]([CH3:3])[CH3:2])[C:5](=[O:21])[NH:6][C:7]1=[O:20])[CH3:32]. Product: C1C(CCC1)C(C)N1C(NC(C(=C1C(C1=CC(=CC(=C1)C)C)=O)C(C)C)=O)=O (1-(2-Cyclopentyl)ethyl-5-isopropyl-6-(3,5-dimethylbenzoyl)-2,4-pyrimidinedione). Starting materials: Cc1ccccc1, O=Cc1sc(Cl)nc1Cl, [Na+], [Na+], O=C([O-])[O-], O, OCCO, Cc1ccc(S(=O)(=O)O)cc1. RXN SMILES: [CH3:32][c:33]1[cH:34][cH:35][cH:36][cH:37][cH:38]1.[Cl:13][c:14]1[s:15][c:16]([CH:20]=[O:21])[c:17]([Cl:19])[n:18]1.[Na+:26].[Na+:27].[O-:28][C:29](=[O:30])[O-:31].[OH2:1].[OH:22][CH2:23][CH2:24][OH:25].[c:2]1([CH3:3])[cH:4][cH:5][c:6]([S:7]([OH:8])(=[O:9])=[O:10])[cH:11][cH:12]1>>[Cl:13][c:14]1[s:15][c:16]([CH:20]2[O:21][CH2:24][CH2:23][O:22]2)[c:17]([Cl:19])[n:18]1. Yields the product Clc1nc(Cl)c(C2OCCO2)s1.